This data is from the Open Reaction Database (ORD), a public repository of structured organic reaction records. The task is: describe an organic reaction: reactants, conditions, products, and yield Product: CC(C)(C)c1ccc([N+](=O)[O-])c(N)c1. As a reaction SMILES: [C:1]([CH3:2])([CH3:3])([CH3:4])[c:5]1[cH:6][cH:7][c:8]([N+:18](=[O:19])[O-:20])[c:9]([NH:11][C:12](=[O:13])[C:14]([F:15])([F:16])[F:17])[cH:10]1.[C:21](=[O:22])([O-:23])[O-:24].[CH3:27][OH:28].[K+:25].[K+:26]>>[C:1]([CH3:2])([CH3:3])([CH3:4])[c:5]1[cH:6][cH:7][c:8]([N+:18](=[O:19])[O-:20])[c:9]([NH2:11])[cH:10]1. Reactants: CC(C)(C)c1ccc([N+](=O)[O-])c(NC(=O)C(F)(F)F)c1, O=C([O-])[O-], CO, [K+], [K+]. RXN SMILES: [C:1]([N:5]1[C:9]([C:10]2[CH:15]=[CH:14][C:13]([F:16])=[CH:12][CH:11]=2)=[C:8]([C:17]2[S:18][C:19]([CH2:22][C:23]([OH:25])=O)=[CH:20][N:21]=2)[CH:7]=[N:6]1)([CH3:4])([CH3:3])[CH3:2].[O:26]1[CH2:31][CH2:30][CH:29]([CH2:32][NH2:33])[CH2:28][CH2:27]1>>[C:1]([N:5]1[C:9]([C:10]2[CH:15]=[CH:14][C:13]([F:16])=[CH:12][CH:11]=2)=[C:8]([C:17]2[S:18][C:19]([CH2:22][C:23]([NH:33][CH2:32][CH:29]3[CH2:30][CH2:31][O:26][CH2:27][CH2:28]3)=[O:25])=[CH:20][N:21]=2)[CH:7]=[N:6]1)([CH3:4])([CH3:2])[CH3:3]. Yields the product C(C)(C)(C)N1N=CC(=C1C1=CC=C(C=C1)F)C=1SC(=CN1)CC(=O)NCC1CCOCC1 (2-{2-[1-tert-butyl-5-(4-fluorophenyl)-1H-pyrazol-4-yl]-1,3-thiazol-5-yl}-N-(tetrahydro-2H-pyran-4-ylmethyl)acetamide). Reactants: C(C)(C)(C)N1N=CC(=C1C1=CC=C(C=C1)F)C=1SC(=CN1)CC(=O)O (2-(2-(1-tert-butyl-5-(4-fluorophenyl)-1H-pyrazol-4-yl)thiazol-5-yl)acetic acid), O1CCC(CC1)CN ((tetrahydro-2H-pyran-4-yl)methanamine). Procedure details: Using the compound obtained in step 2 and (tetrahydro-2H-pyran-4-yl)methanamine and by reaction and purification in the same manner as in the method described in Example 1, step 7, the title compound was obtained. Reactants: CC(=O)O, CCO, COC(=O)CCNC(C)(C)c1ccc(-c2nc(-c3ccc(OC(C)C)c(Cl)c3)no2)cc1, ClCCl, Cl, [Na+], [OH-]. The product is CC(C)Oc1ccc(-c2noc(-c3ccc(C(C)(C)NCCC(=O)O)cc3)n2)cc1Cl. Reaction SMILES: [CH3:35][C:36](=[O:37])[OH:38].[CH3:40][CH2:41][OH:42].[Cl:1][c:2]1[cH:3][c:4](-[c:12]2[n:13][o:14][c:15](-[c:17]3[cH:18][cH:19][c:20]([C:23]([CH3:24])([CH3:25])[NH:26][CH2:27][CH2:28][C:29](=[O:30])[O:31][CH3:32])[cH:21][cH:22]3)[n:16]2)[cH:5][cH:6][c:7]1[O:8][CH:9]([CH3:10])[CH3:11].[Cl:43][CH2:44][Cl:45].[ClH:39].[Na+:34].[OH-:33]>>[Cl:1][c:2]1[cH:3][c:4](-[c:12]2[n:13][o:14][c:15](-[c:17]3[cH:18][cH:19][c:20]([C:23]([CH3:24])([CH3:25])[NH:26][CH2:27][CH2:28][C:29](=[O:30])[OH:31])[cH:21][cH:22]3)[n:16]2)[cH:5][cH:6][c:7]1[O:8][CH:9]([CH3:10])[CH3:11]. The reactants are C([O-])([O-])=O.[Na+].[Na+] (sodium carbonate), C(C)Br (ethyl bromide), Cl.N1C=CC2=C(C=CC=C12)C1(CNCCC1)O (3-(1H-indol-4-yl)-3-piperidinol hydrochloride). Run in O (water), CN(C=O)C (dimethylformamide). Product: C(C)N1CC(CCC1)(O)C1=C2C=CNC2=CC=C1 (1-ethyl-3-(1H-indol-4-yl)-3-piperidinol). Reaction SMILES: Cl.[NH:2]1[C:10]2[C:5](=[C:6]([C:11]3([OH:17])[CH2:16][CH2:15][CH2:14][NH:13][CH2:12]3)[CH:7]=[CH:8][CH:9]=2)[CH:4]=[CH:3]1.C(=O)([O-])[O-].[Na+].[Na+].[CH2:24](Br)[CH3:25]>CN(C)C=O.O>[CH2:24]([N:13]1[CH2:14][CH2:15][CH2:16][C:11]([C:6]2[CH:7]=[CH:8][CH:9]=[C:10]3[C:5]=2[CH:4]=[CH:3][NH:2]3)([OH:17])[CH2:12]1)[CH3:25] |f:0.1,2.3.4|. Procedure: A mixture of 10 g of 3-(1H-indol-4-yl)-3-piperidinol hydrochloride in 200 ml of dimethylformamide was agitated for 4 hours under an inert atmosphere with 13.44 g of sodium carbonate and 4.2 ml of ethyl bromide. The mixture was taken up in water and was extracted with ethyl acetate. The organic phase was washed with water, dried, filtered and evaporated to dryness under reduced pressure at 50° C. The residue was purified by chromatography over silica and eluted with a 6-3-1 mixture of cyclohexane...